Task: describe an organic reaction: reactants, conditions, products, and yield. Dataset: the Open Reaction Database (ORD), a public repository of structured organic reaction records The product is CC(C)(C)c1ccc2[nH]c(C(=O)O)cc2c1. RXN SMILES: [C:1]([CH3:2])([CH3:3])([CH3:4])[c:5]1[cH:6][c:7]2[cH:8][c:9]([C:14](=[O:15])[O:16][CH2:17][CH3:18])[nH:10][c:11]2[cH:12][cH:13]1.[CH3:26][OH:27].[Na+:20].[O:21]1[CH2:22][CH2:23][CH2:24][CH2:25]1.[OH-:19]>>[C:1]([CH3:2])([CH3:3])([CH3:4])[c:5]1[cH:6][c:7]2[cH:8][c:9]([C:14](=[O:15])[OH:16])[nH:10][c:11]2[cH:12][cH:13]1. Starting materials: CCOC(=O)c1cc2cc(C(C)(C)C)ccc2[nH]1, CO, [Na+], C1CCOC1, [OH-]. Reactants: N1(CCCC1)C[C@@H]1C[C@H](CN1)NC(=O)C=1SC(=CC1)Cl (5-chloro-thiophene-2-carboxylic acid ((3R,5S)-5-pyrrolidin-1-ylmethyl-pyrrolidin-3-yl)-amide), BrC(C(=O)N)C1=C(C=C(C=C1)N1C(C=CC=C1)=O)F (2-bromo-[2-fluoro-4-(2-oxo-pyridin-1-yl)-phenyl]-acetamide). Product: FC1=C(C=CC(=C1)N1C(C=CC=C1)=O)NC(=O)CN1C[C@@H](C[C@H]1CN1CCCC1)NC(=O)C=1SC(=CC1)Cl (5-chloro-thiophene-2-carboxylic acid ((3R,5S)-1-{[2-fluoro-4-(2-oxo-2H-pyridin-1-yl)-phenylcarbamoyl]-methyl}-5-pyrrolidin-1-ylmethyl-pyrrolidin-3-yl)-amide). As a reaction SMILES: [N:1]1([CH2:6][C@H:7]2[NH:11][CH2:10][C@H:9]([NH:12][C:13]([C:15]3[S:16][C:17]([Cl:20])=[CH:18][CH:19]=3)=[O:14])[CH2:8]2)[CH2:5][CH2:4][CH2:3][CH2:2]1.BrC([C:26]1[CH:31]=[CH:30][C:29]([N:32]2[CH:37]=[CH:36][CH:35]=[CH:34][C:33]2=[O:38])=[CH:28][C:27]=1[F:39])C(N)=O>>[F:39][C:27]1[CH:28]=[C:29]([N:32]2[CH:37]=[CH:36][CH:35]=[CH:34][C:33]2=[O:38])[CH:30]=[CH:31][C:26]=1[NH:12][C:13]([CH2:15][N:11]1[C@H:7]([CH2:6][N:1]2[CH2:5][CH2:4][CH2:3][CH2:2]2)[CH2:8][C@@H:9]([NH:12][C:13]([C:15]2[S:16][C:17]([Cl:20])=[CH:18][CH:19]=2)=[O:14])[CH2:10]1)=[O:14]. Reported procedure: 17.5 Using general procedure A 5-chloro-thiophene-2-carboxylic acid ((3R,5S)-5-pyrrolidin-1-ylmethyl-pyrrolidin-3-yl)-amide was reacted with 2-bromo-[2-fluoro-4-(2-oxo-pyridin-1-yl)-phenyl]-acetamide (example 11.3) to give 5-chloro-thiophene-2-carboxylic acid ((3R,5S)-1-{[2-fluoro-4-(2-oxo-2H-pyridin-1-yl)-phenylcarbamoyl]-methyl}-5-pyrrolidin-1-ylmethyl-pyrrolidin-3-yl)-amide. Light yellow solid. MS 558.2 ([M+H]+) The reactants are S(=O)(=O)(C1=CC=C(C)C=C1)Cl (tosyl chloride), [H-].[Na+] (Sodium hydride), ice, ClC=1N=C2C(=NC1)NC=C2I (2-Chloro-7-iodo-5H-pyrrolo[2,3-b]pyrazine). The solvent is CN(C=O)C (dimethylformamide). As a reaction SMILES: [H-].[Na+].[Cl:3][C:4]1[N:5]=[C:6]2[C:12]([I:13])=[CH:11][NH:10][C:7]2=[N:8][CH:9]=1.[S:14](Cl)([C:17]1[CH:23]=[CH:22][C:20]([CH3:21])=[CH:19][CH:18]=1)(=[O:16])=[O:15]>CN(C)C=O>[Cl:3][C:4]1[N:5]=[C:6]2[C:12]([I:13])=[CH:11][N:10]([S:14]([C:17]3[CH:23]=[CH:22][C:20]([CH3:21])=[CH:19][CH:18]=3)(=[O:16])=[O:15])[C:7]2=[N:8][CH:9]=1 |f:0.1|. Procedure: Sodium hydride (140 mg, 3.5 mmol) was added to an ice-cold solution of 2-chloro-7-iodo-5H-pyrrolo[2,3-b]pyrazine (5) (820 mg, 2.9 mmol) in dimethylformamide (7 ml) under nitrogen. After 30 minutes tosyl chloride (570 mg, 3 mmol) was added to the reaction mixture and the reaction mixture was stirred at room temperature for 18 h. The reaction mixture was then quenched with water (˜15 ml). An off white solid was filtered off and dried in vacuo (950 mg, 75%). MS (ES+) 434. Yields the product ClC=1N=C2C(=NC1)N(C=C2I)S(=O)(=O)C2=CC=C(C=C2)C (2-Chloro-7-iodo-5-(toluene-4-sulfonyl)-5H-pyrrolo[2,3-b]pyrazine). Run at time 18 hour. The product is Cc1nc(N)nc(-c2cc(Cl)cnc2F)n1. RXN SMILES: [Cl:1][c:2]1[cH:3][c:4](-[c:9]2[n:10][c:11]([N:16]([CH2:17][c:18]3[cH:19][cH:20][c:21]([O:22][CH3:23])[cH:24][cH:25]3)[CH2:26][c:27]3[cH:28][cH:29][c:30]([O:31][CH3:32])[cH:33][cH:34]3)[n:12][c:13]([CH3:15])[n:14]2)[c:5]([F:8])[n:6][cH:7]1.[F:43][C:44]([F:45])([F:46])[C:47]([OH:48])=[O:49].[OH:35][S:36]([C:37]([F:38])([F:39])[F:40])(=[O:41])=[O:42]>>[Cl:1][c:2]1[cH:3][c:4](-[c:9]2[n:10][c:11]([NH2:16])[n:12][c:13]([CH3:15])[n:14]2)[c:5]([F:8])[n:6][cH:7]1. Reactants: COc1ccc(CN(Cc2ccc(OC)cc2)c2nc(C)nc(-c3cc(Cl)cnc3F)n2)cc1, O=C(O)C(F)(F)F, O=S(=O)(O)C(F)(F)F. Reactants: [O-][I+3]([O-])([O-])[O-], [Na+], C1COCCO1, COC(=O)CCCCCCC1=C(C=Cc2ccccc2)C(O)CC1=O. The product is COC(=O)CCCCCCC1=C(C=O)C(O)CC1=O. RXN SMILES: [I+3:26]([O-:27])([O-:28])([O-:29])[O-:30].[Na+:31].[O:32]1[CH2:33][CH2:34][O:35][CH2:36][CH2:37]1.[OH:1][CH:2]1[C:3]([CH:18]=[CH:19][c:20]2[cH:21][cH:22][cH:23][cH:24][cH:25]2)=[C:4]([CH2:8][CH2:9][CH2:10][CH2:11][CH2:12][CH2:13][C:14](=[O:15])[O:16][CH3:17])[C:5](=[O:7])[CH2:6]1>>[OH:1][CH:2]1[C:3]([CH:18]=[O:27])=[C:4]([CH2:8][CH2:9][CH2:10][CH2:11][CH2:12][CH2:13][C:14](=[O:15])[O:16][CH3:17])[C:5](=[O:7])[CH2:6]1. The reactants are resultant solution, ( c ), amines, solvent ( b ), xyloside, dialdehyde, dialdehyde, diol, CC1=C2[C@H](C(=O)[C@@]3([C@H](C[C@@H]4[C@]([C@H]3[C@@H]([C@@](C2(C)C)(C[C@@H]1OC(=O)[C@@H]([C@H](C=5C=CC=CC5)NC(=O)C=6C=CC=CC6)O)O)OC(=O)C=7C=CC=CC7)(CO4)OC(=O)C)O)C)OC(=O)C (taxol), xyloside, I(=O)(=O)(=O)[O-] (periodate). Product: ( d ), CC1=C2[C@H](C(=O)[C@@]3([C@H](C[C@@H]4[C@]([C@H]3[C@@H]([C@@](C2(C)C)(C[C@@H]1OC(=O)[C@@H]([C@H](C=5C=CC=CC5)NC(=O)C=6C=CC=CC6)O)O)OC(=O)C=7C=CC=CC7)(CO4)OC(=O)C)O)C)O (10-deacetyl taxol). Reaction SMILES: [CH3:1][C:2]1[C@@H:19]([O:20][C:21]([C@H:23]([OH:40])[C@@H:24]([NH:31][C:32]([C:34]2[CH:35]=[CH:36][CH:37]=[CH:38][CH:39]=2)=[O:33])[C:25]2[CH:26]=[CH:27][CH:28]=[CH:29][CH:30]=2)=[O:22])[CH2:18][C@:14]2([OH:41])[C:15]([CH3:17])([CH3:16])[C:3]=1[C@@H:4]([O:59]C(C)=O)[C:5]([C@@:7]1([CH3:58])[C@H:12]([C@@H:13]2[O:42][C:43]([C:45]2[CH:46]=[CH:47][CH:48]=[CH:49][CH:50]=2)=[O:44])[C@:11]2([O:53][C:54]([CH3:56])=[O:55])[CH2:51][O:52][C@@H:10]2[CH2:9][C@@H:8]1[OH:57])=[O:6].I([O-])(=O)(=O)=O>>[CH3:1][C:2]1[C@@H:19]([O:20][C:21]([C@H:23]([OH:40])[C@@H:24]([NH:31][C:32]([C:34]2[CH:35]=[CH:36][CH:37]=[CH:38][CH:39]=2)=[O:33])[C:25]2[CH:26]=[CH:27][CH:28]=[CH:29][CH:30]=2)=[O:22])[CH2:18][C@:14]2([OH:41])[C:15]([CH3:16])([CH3:17])[C:3]=1[C@@H:4]([OH:59])[C:5]([C@@:7]1([CH3:58])[C@H:12]([C@@H:13]2[O:42][C:43]([C:45]2[CH:46]=[CH:47][CH:48]=[CH:49][CH:50]=2)=[O:44])[C@:11]2([O:53][C:54]([CH3:56])=[O:55])[CH2:51][O:52][C@@H:10]2[CH2:9][C@@H:8]1[OH:57])=[O:6]. Procedure: where R represents C6H5 (taxol analogue A or xyloside A), or CH3C=CHCH3 (taxol analogue B or xyloside B) or C5H11 (taxol analogue C or xyloside C) in a polar solvent (b) reacting the resultant solution with periodate for 20-40 hours at 20-40° C. to cleave the diol system of the xyloside into dialdehyde, (c) treating the generated dialdehyde in a mixture of polar solvent-organic acid mixture with salts of amines at 0-40° C. for 12-18 hours and (d) isolating the 10-deacetyl taxol A,B,C by chromato... The reactants are FC1=C(C(=O)O)C(=CC(=C1)OC)F (2,6-difluoro-4-methoxybenzoic acid), CN(C)C=O (DMF), crude residue, CC=1C=CC=2N(C1)C=C(N2)C2=CC=C(N)C=C2 (4-(6-methylimidazo[1,2-a]pyridin-2-yl)aniline), Amide, CCOC(=O)C.CCCCCC (EtOAc Hexane). Solvent: N1=CC=CC=C1 (pyridine), S(=O)(Cl)Cl (thionyl chloride). Product: FC1=C(C(=O)NC2=CC=C(C=C2)C=2N=C3N(C=C(C=C3)C)C2)C(=CC(=C1)OC)F (2,6-Difluoro-4-methoxy-N-[4-(6-methylimidazo[1,2-a]pyridin-2-yl)phenyl]benzamide). Yield: 45.5%. Reaction SMILES: [F:1][C:2]1[CH:10]=[C:9]([O:11][CH3:12])[CH:8]=[C:7]([F:13])[C:3]=1[C:4]([OH:6])=O.CN(C=O)C.[CH3:19][C:20]1[CH:21]=[CH:22][C:23]2[N:24]([CH:26]=[C:27]([C:29]3[CH:35]=[CH:34][C:32]([NH2:33])=[CH:31][CH:30]=3)[N:28]=2)[CH:25]=1.CCOC(C)=O.CCCCCC>S(Cl)(Cl)=O.N1C=CC=CC=1>[F:13][C:7]1[CH:8]=[C:9]([O:11][CH3:12])[CH:10]=[C:2]([F:1])[C:3]=1[C:4]([NH:33][C:32]1[CH:31]=[CH:30][C:29]([C:27]2[N:28]=[C:23]3[CH:22]=[CH:21][C:20]([CH3:19])=[CH:25][N:24]3[CH:26]=2)=[CH:35][CH:34]=1)=[O:6] |f:3.4|. Reported procedure: To a stirred solution of 2,6-difluoro-4-methoxybenzoic acid (0.25 g, 1.34 mmol) in thionyl chloride (7 ml) was added a drop of DMF and the reaction mixture was then heated under reflux for 3 h. On cooling to room temperature the excess reagent was removed under reduced pressure to give a crude residue. The amide was prepared as described in the Amide Coupling section using of the crude residue and 4-(6-methylimidazo[1,2-a]pyridin-2-yl)aniline (0.30 g, 1.34 mmol) in dry pyridine (15 ml) to give t...